This data is from the Open Reaction Database (ORD), a public repository of structured organic reaction records. The task is: describe an organic reaction: reactants, conditions, products, and yield The reactants are O=C1CCC(=O)N1Br, ClCCl, OCCCc1ccc(C(F)(F)F)cc1Cl, c1ccc(P(c2ccccc2)c2ccccc2)cc1. Product: FC(F)(F)c1ccc(CCCBr)c(Cl)c1. Reaction SMILES: [Br:35][N:36]1[C:37](=[O:38])[CH2:39][CH2:40][C:41]1=[O:42].[CH2:43]([Cl:44])[Cl:45].[Cl:1][c:2]1[c:3]([CH2:12][CH2:13][CH2:14][OH:15])[cH:4][cH:5][c:6]([C:8]([F:9])([F:10])[F:11])[cH:7]1.[c:16]1([P:17]([c:18]2[cH:19][cH:20][cH:21][cH:22][cH:23]2)[c:24]2[cH:25][cH:26][cH:27][cH:28][cH:29]2)[cH:30][cH:31][cH:32][cH:33][cH:34]1>>[Cl:1][c:2]1[c:3]([CH2:12][CH2:13][CH2:14][Br:35])[cH:4][cH:5][c:6]([C:8]([F:9])([F:10])[F:11])[cH:7]1. The reactants are N1=CNC2=C1C=CC(=C2)C(=O)NN (Benzimidazol-5-carbohydrazide), O(C1=CC=CC=C1)CC(=O)O (Phenoxyacetic acid). The product is O(C1=CC=CC=C1)CC1=NN=C(O1)C1=CC2=C(NC=N2)C=C1 (5-(5-(Phenoxymethyl)-1,3,4-oxadiazol-2-yl)-1H-benzo[d]imidazole). Procedure: The compound was synthesized starting from Benzimidazol-5-carbohydrazide (176 mg, 1 mmol) and Phenoxyacetic acid (153 mg; 1 mmol) as described in method 2 but purified by flash chromatography on silica using a CHCl3/MeOH gradient; yield: 0.049 g (16.8%); MS m/z: 293.2 [M+H]+; 1H-NMR (DMSO d6, 400 MHz): □5.48 (s, 2H); 7.00-7.03 (m, 1H); 7.11-7.13 (m, 2H); 7.32-7.36 (m, 2H); 7.78 (d, 1H, 3J=8.3 Hz); 7.86 (dd, 1H, 4J=1.7 Hz, 3J=8.3 Hz); 8.20 (br s, 1H); 8.40 (s, 1H); 12.82 (br s, 1H); HPLC (METHOD ... Reaction SMILES: [N:1]1[C:5]2[CH:6]=[CH:7][C:8]([C:10]([NH:12][NH2:13])=[O:11])=[CH:9][C:4]=2[NH:3][CH:2]=1.[O:14]([CH2:21][C:22](O)=O)[C:15]1[CH:20]=[CH:19][CH:18]=[CH:17][CH:16]=1>>[O:14]([CH2:21][C:22]1[O:11][C:10]([C:8]2[CH:7]=[CH:6][C:5]3[NH:1][CH:2]=[N:3][C:4]=3[CH:9]=2)=[N:12][N:13]=1)[C:15]1[CH:20]=[CH:19][CH:18]=[CH:17][CH:16]=1. Starting materials: ClC1=CC=C(C=C1)S(=O)(=O)N[C@H]1C(NCCC(C1)(F)F)=O (4-Chloro-N-((R)-5,5-difluoro-2-oxo-azepan-3-yl)-benzenesulfonamide), BrCC1=CC=C(C=C1)C1=CC=NO1 (5-(4-bromomethyl-phenyl)-isoxazole). Yields the product ClC1=CC=C(C=C1)S(=O)(=O)N(CC1=CC=C(C=C1)C1=CC=NO1)[C@H]1C(NCCC(C1)(F)F)=O (4-chloro-N-((R)-5,5-difluoro-2-oxo-azepan-3-yl)-N-(4-isoxazol-5-yl-benzyl)-benzenesulfonamide). Reaction SMILES: [Cl:1][C:2]1[CH:7]=[CH:6][C:5]([S:8]([NH:11][C@@H:12]2[CH2:18][C:17]([F:20])([F:19])[CH2:16][CH2:15][NH:14][C:13]2=[O:21])(=[O:10])=[O:9])=[CH:4][CH:3]=1.Br[CH2:23][C:24]1[CH:29]=[CH:28][C:27]([C:30]2[O:34][N:33]=[CH:32][CH:31]=2)=[CH:26][CH:25]=1>>[Cl:1][C:2]1[CH:7]=[CH:6][C:5]([S:8]([N:11]([C@@H:12]2[CH2:18][C:17]([F:19])([F:20])[CH2:16][CH2:15][NH:14][C:13]2=[O:21])[CH2:23][C:24]2[CH:29]=[CH:28][C:27]([C:30]3[O:34][N:33]=[CH:32][CH:31]=3)=[CH:26][CH:25]=2)(=[O:9])=[O:10])=[CH:4][CH:3]=1. Reported procedure: 4-Chloro-N-((R)-5,5-difluoro-2-oxo-azepan-3-yl)-benzenesulfonamide was alkylated using 5-(4-bromomethyl-phenyl)-isoxazole analogous to Example 1 to afford 4-chloro-N-((R)-5,5-difluoro-2-oxo-azepan-3-yl)-N-(4-isoxazol-5-yl-benzyl)-benzenesulfonamide: MS: m/e=496.0 (MH+), 513.2 (MNH4+).